The task is: describe an organic reaction: reactants, conditions, products, and yield. This data is from the Open Reaction Database (ORD), a public repository of structured organic reaction records. The reactants are C(#C)C=1N=CN2C1N=C(C=C2C(F)(F)F)C2=CC=C(C=C2)C(F)(F)F (8-ethynyl-4-trifluoromethyl-2-(4-trifluoromethyl-phenyl)-imidazo[1,5-a]pyrimidine), BrC1=CC=C(C=C1)S(=O)(=O)N (4-bromo-benzenesulfonamide). The product is FC(C1=CC(=NC=2N1C=NC2C#CC2=CC=C(C=C2)S(=O)(=O)N)C2=CC=C(C=C2)C(F)(F)F)(F)F (4-[4-Trifluoromethyl-2-(4-trifluoromethyl-phenyl)-imidazo[1,5-a]pyrimidin-8-ylethynyl]-benzenesulfonamide), solid. Yield: 69.0%. As a reaction SMILES: [C:1]([C:3]1[N:4]=[CH:5][N:6]2[C:11]([C:12]([F:15])([F:14])[F:13])=[CH:10][C:9]([C:16]3[CH:21]=[CH:20][C:19]([C:22]([F:25])([F:24])[F:23])=[CH:18][CH:17]=3)=[N:8][C:7]=12)#[CH:2].Br[C:27]1[CH:32]=[CH:31][C:30]([S:33]([NH2:36])(=[O:35])=[O:34])=[CH:29][CH:28]=1>>[F:13][C:12]([F:15])([F:14])[C:11]1[N:6]2[CH:5]=[N:4][C:3]([C:1]#[C:2][C:27]3[CH:32]=[CH:31][C:30]([S:33]([NH2:36])(=[O:35])=[O:34])=[CH:29][CH:28]=3)=[C:7]2[N:8]=[C:9]([C:16]2[CH:21]=[CH:20][C:19]([C:22]([F:25])([F:24])[F:23])=[CH:18][CH:17]=2)[CH:10]=1. Reported procedure: The title compound was prepared from 8-ethynyl-4-trifluoromethyl-2-(4-trifluoromethyl-phenyl)-imidazo[1,5-a]pyrimidine (example C.17) (178 mg, 0.5 mmol) and commercially available 4-bromo-benzenesulfonamide (118 mg, 0.5 mmol) according to general procedure II. Obtained as a brown solid (176 mg, 69%). MS (ISN) 511.2 [(M+H)+]; mp 290° C. The reactants are CCO, CS(=O)(=O)Nc1n[nH]c2ccc([N+](=O)[O-])cc12, N, O=S(=O)([O-])[O-], O. Product: CS(=O)(=O)Nc1n[nH]c2ccc(N)cc12. As a reaction SMILES: [CH3:18][CH2:19][OH:20].[CH3:1][S:2](=[O:3])(=[O:4])[NH:5][c:6]1[n:7][nH:8][c:9]2[cH:10][cH:11][c:12]([N+:15]([O-:16])=[O:17])[cH:13][c:14]12.[NH3:26].[O-:21][S:22](=[O:23])(=[O:24])[O-:25].[OH2:27]>>[CH3:1][S:2](=[O:3])(=[O:4])[NH:5][c:6]1[n:7][nH:8][c:9]2[cH:10][cH:11][c:12]([NH2:15])[cH:13][c:14]12.